This data is from the Open Reaction Database (ORD), a public repository of structured organic reaction records. The task is: describe an organic reaction: reactants, conditions, products, and yield The yield is 99.7%. Run in O (water). Reagents/catalysts: [Br-].C(CCC)[N+](CCCC)(CCCC)CCCC (tetrabutylammonium bromide). Reactants: O(C1=CC=CC=C1)C=1C=C(CCl)C=CC1 (m-Phenoxybenzyl chloride), C(C)(=O)[O-].[Na+] (sodium acetate). Reported procedure: m-Phenoxybenzyl chloride (218.5 g; 1 mole), sodium acetate (205 g; 2.5 mole), tetrabutylammonium bromide (10.9 g; 0.034 mole) and water (327 ml) were heated and stirred under reflux for 2 hours. On cooling m-Phenoxybenzyl acetate (241.5 g; 99.8% yield) separated as the upper layer. Its purity was 99%. m-Phenoxybenzyl acetate (242 g; 1 mole), sodium hydroxide (80 g; 2 mole), tetrabutylammonium bromide (12 g; 0.037 mole) and water (240 ml) were stirred at ambient temperature for 4 hours. The upper... Yields the product C(C)(=O)OCC1=CC(=CC=C1)OC1=CC=CC=C1 (m-Phenoxybenzyl acetate). As a reaction SMILES: [O:1]([C:8]1[CH:9]=[C:10]([CH:13]=[CH:14][CH:15]=1)[CH2:11]Cl)[C:2]1[CH:7]=[CH:6][CH:5]=[CH:4][CH:3]=1.[C:16]([O-:19])(=[O:18])[CH3:17].[Na+]>[Br-].C([N+](CCCC)(CCCC)CCCC)CCC.O>[C:16]([O:19][CH2:11][C:10]1[CH:13]=[CH:14][CH:15]=[C:8]([O:1][C:2]2[CH:7]=[CH:6][CH:5]=[CH:4][CH:3]=2)[CH:9]=1)(=[O:18])[CH3:17] |f:1.2,3.4|. Reactants: CCOC=C(C(=O)OCC)C(=O)OCC, ClCCl, Nc1ccccc1I. The product is CCOC(=O)C(=CNc1ccccc1I)C(=O)OCC. RXN SMILES: [CH2:9]([CH3:10])[O:11][C:12]([C:13]([C:14](=[O:15])[O:16][CH2:17][CH3:18])=[CH:19][O:20][CH2:21][CH3:22])=[O:23].[Cl:24][CH2:25][Cl:26].[I:1][c:2]1[c:3]([NH2:4])[cH:5][cH:6][cH:7][cH:8]1>>[I:1][c:2]1[c:3]([NH:4][CH:19]=[C:13]([C:12]([O:11][CH2:9][CH3:10])=[O:23])[C:14](=[O:15])[O:16][CH2:17][CH3:18])[cH:5][cH:6][cH:7][cH:8]1. The reactants are COC1=CC=C2C=CN=CC2=C1 (7-methoxyisoquinoline), Cl.N1=CC=CC=C1 (pyridine hydrochloride). Run in C(C)(=O)OCC (ethyl acetate). Conditions: time 6 hour. The product is OC1=CC=C2C=CN=CC2=C1 (7-hydroxyisoquinoline). Isolated yield 65.6%. Reaction SMILES: C[O:2][C:3]1[CH:12]=[C:11]2[C:6]([CH:7]=[CH:8][N:9]=[CH:10]2)=[CH:5][CH:4]=1.Cl.N1C=CC=CC=1>C(OCC)(=O)C>[OH:2][C:3]1[CH:12]=[C:11]2[C:6]([CH:7]=[CH:8][N:9]=[CH:10]2)=[CH:5][CH:4]=1 |f:1.2|. Reported procedure: A mixture of 7.4 g of 7-methoxyisoquinoline and 30 g of pyridine hydrochloride was heated with stirring at 180° for 6 hours. The reaction mixture was allowed to cool, dissolved in ethyl acetate, and washed with a saturated aqueous sodium chloride solution. The solution was dried with anhydrous magnesium sulfate and the solvent was distilled off under reduced pressure to give 4.43 g of 7-hydroxyisoquinoline. The compound thus obtained was dissolved in 100 ml of methylene chloride, 5.5 ml of pyrid... The reactants are C(C)(C)[Mg]Cl (isopropyl magnesium chloride), BrC=1C(=NC(=C(C1Cl)Br)C)C (3,5-dibromo-4-chloro-2,6-dimethylpyridine), ClC(C(=O)OC(C)C)=O (isopropyl 2-chloro-2-oxoacetate). Run in C1CCOC1 (THF), C1CCOC1 (THF). Run at temperature -10 celsius, time 2.5 hour. The product is BrC=1C(=C(C(=NC1C)C)C(C(=O)OC(C)C)=O)Cl (isopropyl 2-(5-bromo-4-chloro-2,6-dimethylpyridin-3-yl)-2-oxoacetate). Isolated yield 75.4%. Reaction SMILES: C([Mg]Cl)(C)C.Br[C:7]1[C:8]([CH3:16])=[N:9][C:10]([CH3:15])=[C:11]([Br:14])[C:12]=1[Cl:13].Cl[C:18](=[O:25])[C:19]([O:21][CH:22]([CH3:24])[CH3:23])=[O:20]>C1COCC1>[Br:14][C:11]1[C:12]([Cl:13])=[C:7]([C:18](=[O:25])[C:19]([O:21][CH:22]([CH3:24])[CH3:23])=[O:20])[C:8]([CH3:16])=[N:9][C:10]=1[CH3:15]. Procedure details: A solution of 2M isopropyl magnesium chloride (84 mL, 168 mmol) was added drop wise over 20 min to a cold (−70° C.), nitrogen purged solution of 3,5-dibromo-4-chloro-2,6-dimethylpyridine (48 g, 160 mmol) and copper(I)bromide-dimethyl sulfide complex (1.65 g, 8.02 mmol) in THF (240 mL), which was then allowed to warm to −10° C. over 60 min. The reaction mixture was transferred via cannula into a 1 L RB-flask containing isopropyl 2-chloro-2-oxoacetate (26.6 g, 176 mmol) in THF (160 mL) maintained ... Starting materials: COc1ccc2c3c(c4ccccc4cc13)C(=O)N(CCN(C)CCNC(=O)OC(C)(C)C)C2=O, ClCCl, O=C(O)C(F)(F)F. Yields the product COc1ccc2c3c(c4ccccc4cc13)C(=O)N(CCN(C)CCN)C2=O. RXN SMILES: [C:1]([O:2][C:3](=[O:4])[NH:7][CH2:8][CH2:9][N:10]([CH3:11])[CH2:12][CH2:13][N:14]1[C:15](=[O:34])[c:16]2[c:17]3[c:18]([cH:19][c:20]4[c:21]2[c:22]([cH:25][cH:26][c:27]4[O:28][CH3:29])[C:23]1=[O:24])[cH:30][cH:31][cH:32][cH:33]3)([CH3:5])([CH3:6])[CH3:35].[Cl:43][CH2:44][Cl:45].[OH:36][C:37]([C:38]([F:39])([F:40])[F:41])=[O:42]>>[NH2:7][CH2:8][CH2:9][N:10]([CH3:11])[CH2:12][CH2:13][N:14]1[C:15](=[O:34])[c:16]2[c:17]3[c:18]([cH:19][c:20]4[c:21]2[c:22]([cH:25][cH:26][c:27]4[O:28][CH3:29])[C:23]1=[O:24])[cH:30][cH:31][cH:32][cH:33]3. Reactants: BrC(C(=O)OCC)C1=C(C=CC=C1)OC (ethyl bromo(2-methoxyphenyl)acetate), SC1=CC=C(C=C1)O (4-mercaptophenol). Product: C(C)OC(C(SC1=CC=C(C=C1)O)C1=C(C=CC=C1)OC)=O (Ethyl(2-methoxyphenyl)[(4-hydroxyphenyl)sulfanyl]acetate). Isolated yield 89.0%. Reaction SMILES: Br[CH:2]([C:8]1[CH:13]=[CH:12][CH:11]=[CH:10][C:9]=1[O:14][CH3:15])[C:3]([O:5][CH2:6][CH3:7])=[O:4].[SH:16][C:17]1[CH:22]=[CH:21][C:20]([OH:23])=[CH:19][CH:18]=1>>[CH2:6]([O:5][C:3](=[O:4])[CH:2]([C:8]1[CH:13]=[CH:12][CH:11]=[CH:10][C:9]=1[O:14][CH3:15])[S:16][C:17]1[CH:22]=[CH:21][C:20]([OH:23])=[CH:19][CH:18]=1)[CH3:7]. Reported procedure: Ethyl(2-methoxyphenyl)[(4-hydroxyphenyl)sulfanyl]acetate was prepared according to the general method as outlined in example 1 (step 1), starting from ethyl bromo(2-methoxyphenyl)acetate (24 g, 87.5 mmol) and 4-mercaptophenol (11.0 g, 87.5 mmol); 24.9 g amber colored oil. Yield 89%; MS: 320 (M+H)+ The reactants are CCOC(=O)COc1ccc(Sc2cc(O)cc(C#Cc3ccc(Cl)cc3)c2)cc1Cl, CCCCP(CCCC)CCCC, C1CCOC1, CN1CCC(CO)CC1, O=C(N=NC(=O)N1CCCCC1)N1CCCCC1. Product: CCOC(=O)COc1ccc(Sc2cc(C#Cc3ccc(Cl)cc3)cc(OCC3CCN(C)CC3)c2)cc1Cl. RXN SMILES: [CH2:1]([CH3:2])[O:3][C:4]([CH2:5][O:6][c:7]1[c:8]([Cl:30])[cH:9][c:10]([S:13][c:14]2[cH:15][c:16]([C:21]#[C:22][c:23]3[cH:24][cH:25][c:26]([Cl:29])[cH:27][cH:28]3)[cH:17][c:18]([OH:20])[cH:19]2)[cH:11][cH:12]1)=[O:31].[CH2:41]([P:42]([CH2:43][CH2:44][CH2:45][CH3:46])[CH2:47][CH2:48][CH2:49][CH3:50])[CH2:51][CH2:52][CH3:53].[CH2:72]1[O:73][CH2:74][CH2:75][CH2:76]1.[CH3:32][N:33]1[CH2:34][CH2:35][CH:36]([CH2:39][OH:40])[CH2:37][CH2:38]1.[N:54]([C:55]([N:56]1[CH2:57][CH2:58][CH2:59][CH2:60][CH2:61]1)=[O:62])=[N:63][C:64]([N:65]1[CH2:66][CH2:67][CH2:68][CH2:69][CH2:70]1)=[O:71]>>[CH2:1]([CH3:2])[O:3][C:4]([CH2:5][O:6][c:7]1[c:8]([Cl:30])[cH:9][c:10]([S:13][c:14]2[cH:15][c:16]([C:21]#[C:22][c:23]3[cH:24][cH:25][c:26]([Cl:29])[cH:27][cH:28]3)[cH:17][c:18]([O:20][CH2:39][CH:36]3[CH2:35][CH2:34][N:33]([CH3:32])[CH2:38][CH2:37]3)[cH:19]2)[cH:11][cH:12]1)=[O:31]. RXN SMILES: [C:35]([CH3:36])([CH3:37])([CH3:38])[S:39](=[O:40])(=[O:41])[NH2:42].[CH2:30]([Cl:31])[CH2:32][Cl:33].[CH3:47][N:48]([c:49]1[cH:50][cH:51][n:52][cH:53][cH:54]1)[CH3:55].[Cl:43][CH2:44][CH2:45][Cl:46].[ClH:34].[F:1][c:2]1[cH:3][cH:4][c:5](-[c:8]2[o:9][c:10]3[c:11]([c:12]2[C:13]([NH:14][CH3:15])=[O:16])[cH:17][c:18](-[c:21]2[cH:22][c:23]([C:24](=[O:25])[OH:26])[cH:27][cH:28][cH:29]2)[cH:19][cH:20]3)[cH:6][cH:7]1.[O:56]=[CH:57][N:58]([CH3:59])[CH3:60]>>[F:1][c:2]1[cH:3][cH:4][c:5](-[c:8]2[o:9][c:10]3[c:11]([c:12]2[C:13]([NH:14][CH3:15])=[O:16])[cH:17][c:18](-[c:21]2[cH:22][c:23]([C:24](=[O:25])[NH:42][S:39]([C:35]([CH3:36])([CH3:37])[CH3:38])(=[O:40])=[O:41])[cH:27][cH:28][cH:29]2)[cH:19][cH:20]3)[cH:6][cH:7]1. The product is CNC(=O)c1c(-c2ccc(F)cc2)oc2ccc(-c3cccc(C(=O)NS(=O)(=O)C(C)(C)C)c3)cc12. The reactants are CC(C)(C)S(N)(=O)=O, ClCCCl, CN(C)c1ccncc1, ClCCCl, Cl, CNC(=O)c1c(-c2ccc(F)cc2)oc2ccc(-c3cccc(C(=O)O)c3)cc12, CN(C)C=O. The reactants are solid, [Cl-].[Li+] (lithium chloride), NC1=CC=C(C=2N=C(SC21)Cl)Cl (7-amino-2,4-dichlorobenzothiazole), C[S-].[Na+] (sodium thiomethoxide), C([O-])(O)=O.[Na+] (sodium bicarbonate). The solvent is CN(C=O)C (N,N-dimethylformamide). Reaction conditions: temperature 60 celsius. Product: NC1=CC=C(C=2N=C(SC21)SC)Cl (7-amino-2-methylthio-4-chlorobenzothiazole). Isolated yield 82.6%. RXN SMILES: [NH2:1][C:2]1[C:10]2[S:9][C:8](Cl)=[N:7][C:6]=2[C:5]([Cl:12])=[CH:4][CH:3]=1.[CH3:13][S-:14].[Na+].C(=O)(O)[O-].[Na+].[Cl-].[Li+]>CN(C)C=O>[NH2:1][C:2]1[C:10]2[S:9][C:8]([S:14][CH3:13])=[N:7][C:6]=2[C:5]([Cl:12])=[CH:4][CH:3]=1 |f:1.2,3.4,5.6|. Reported procedure: The reaction was repeated with 2.3 grams (10.5 mmole) of 7-amino-2,4-dichlorobenzothiazole, 1.2 grams (17 mmole) of sodium thiomethoxide, and 25 mL of N,N-dimethylformamide as reagents. After the reaction mixture had been heated for two hours at 60° C. the 0.8 grams from the previous reaction was added, and the reaction mixture was heated for an additional three hours. The reaction mixture was cooled and poured into 300 mL of cold aqueous sodium bicarbonate solution. To this was then added 10 gr... Reaction SMILES: [CH3:37][CH2:38][OH:39].[ClH:40].[F:1][c:2]1[cH:3][cH:4][cH:5][c:6]2[c:7]3[c:8]([n:9]([CH3:11])[c:10]12)[CH2:12][CH2:13][N:14]([CH2:17][c:18]1[n:19][cH:20][n:21]([C:24]([O:25][CH2:26][c:27]2[cH:28][cH:29][cH:30][cH:31][cH:32]2)=[O:33])[c:22]1[CH3:23])[C:15]3=[O:16].[Na+:36].[OH-:35].[OH2:34]>>[F:1][c:2]1[cH:3][cH:4][cH:5][c:6]2[c:7]3[c:8]([n:9]([CH3:11])[c:10]12)[CH2:12][CH2:13][N:14]([CH2:17][c:18]1[n:19][cH:20][nH:21][c:22]1[CH3:23])[C:15]3=[O:16]. Reactants: CCO, Cl, Cc1c(CN2CCc3c(c4cccc(F)c4n3C)C2=O)ncn1C(=O)OCc1ccccc1, [Na+], [OH-], O. Product: Cc1[nH]cnc1CN1CCc2c(c3cccc(F)c3n2C)C1=O.